Dataset: the Open Reaction Database (ORD), a public repository of structured organic reaction records. Task: describe an organic reaction: reactants, conditions, products, and yield The reactants are [H-].[Na+] (sodium hydride), C(OC1=C(C=C(C(=C1)N=C=O)F)Cl)(OC)=O (2-chloro-4-fluoro-5-isocyanatophenyl methyl carbonate), C([O-])([O-])=O.[Na+].[Na+] (sodium carbonate), N\C(=C/C(=O)OCC)\C(F)(F)F (ethyl 3-amino-4,4,4-trifluorocrotonate). The solvent is CN(C=O)C (dimethylformamide), C1(=CC=CC=C1)C (toluene), O (water), C1(=CC=CC=C1)C (toluene). Conditions: temperature 0 celsius, time 15 minute. The product is ClC1=CC(=C(C=C1O)N1C(NC(=CC1=O)C(F)(F)F)=O)F (3-(4-chloro-2-fluoro-5-hydroxyphenyl)-6-trifluoromethyl-2,4(1H,3H)-pyrimidinedione). Reaction SMILES: [NH2:1]/[C:2](/[C:9]([F:12])([F:11])[F:10])=[CH:3]\[C:4]([O:6]CC)=O.[H-].[Na+].C(=O)(OC)[O:16][C:17]1[CH:22]=[C:21]([N:23]=[C:24]=[O:25])[C:20]([F:26])=[CH:19][C:18]=1[Cl:27].C(=O)([O-])[O-].[Na+].[Na+]>C1(C)C=CC=CC=1.CN(C)C=O.O>[Cl:27][C:18]1[C:17]([OH:16])=[CH:22][C:21]([N:23]2[C:4](=[O:6])[CH:3]=[C:2]([C:9]([F:10])([F:11])[F:12])[NH:1][C:24]2=[O:25])=[C:20]([F:26])[CH:19]=1 |f:1.2,4.5.6|. Procedure: A solution of 4.67 g of ethyl 3-amino-4,4,4-trifluorocrotonate in 15 ml of toluene is added dropwise while stirring at 0° C. during 20 minutes to a suspension of 1.11 g of a 55% sodium hydride dispersion in 30 ml of absolute dimethylformamide, and the mixture is stirred at 0° C. for 15 minutes. The reaction mixture is subsequently cooled to -40° C. and a solution of 6.24 g of 2-chloro-4-fluoro-5-isocyanatophenyl methyl carbonate in 30 ml of toluene is added dropwise during 5 minutes. The reactio... Starting materials: C(C)(C)(C)OC(\C=C\C1=CNC=C1)=O ((E)-3-(1H-pyrrol-3-yl)acrylic acid tert-butyl ester), BrC1=CC=C(C=C1)S(=O)(=O)Cl (4-bromo-benzenesulfonyl chloride). Product: C(C)(C)(C)OC(\C=C\C1=CN(C=C1)S(=O)(=O)C1=CC=C(C=C1)Br)=O ((E)-3-[1-(4-Bromo-benzenesulfonyl)-1H-pyrrol-3-yl]-acrylic acid tert-butyl ester). Reaction SMILES: [C:1]([O:5][C:6](=[O:14])/[CH:7]=[CH:8]/[C:9]1[CH:13]=[CH:12][NH:11][CH:10]=1)([CH3:4])([CH3:3])[CH3:2].[Br:15][C:16]1[CH:21]=[CH:20][C:19]([S:22](Cl)(=[O:24])=[O:23])=[CH:18][CH:17]=1>>[C:1]([O:5][C:6](=[O:14])/[CH:7]=[CH:8]/[C:9]1[CH:13]=[CH:12][N:11]([S:22]([C:19]2[CH:20]=[CH:21][C:16]([Br:15])=[CH:17][CH:18]=2)(=[O:24])=[O:23])[CH:10]=1)([CH3:4])([CH3:2])[CH3:3]. Reported procedure: Starting from compound D1 and 4-bromo-benzenesulfonyl chloride the title compound can be obtained analogously as described for compound D2. The reactants are C(C)(C)(C)OC(=O)N1CCC2=C(CC1)C(=C(C=C2)Cl)SC(N(C)C)=O (3-tert-butoxycarbonyl-7-chloro-6-dimethylcarbamoylthio-2,3,4,5-tetrahydro-1H-benzo[d]azepine), BrCC(=O)OC (methyl bromoacetate). Yields the product C(C)(C)(C)OC(=O)N1CCC2=C(CC1)C(=C(C=C2)Cl)SCC(=O)OC (3-tert-butoxycarbonyl-7-chloro-6-methoxycarbonylmethylthio-2,3,4,5-tetrahydro-1H-benzo[d]azepine). RXN SMILES: [C:1]([O:5][C:6]([N:8]1[CH2:14][CH2:13][C:12]2[C:15]([S:20]C(=O)N(C)C)=[C:16]([Cl:19])[CH:17]=[CH:18][C:11]=2[CH2:10][CH2:9]1)=[O:7])([CH3:4])([CH3:3])[CH3:2].Br[CH2:27][C:28]([O:30][CH3:31])=[O:29]>>[C:1]([O:5][C:6]([N:8]1[CH2:14][CH2:13][C:12]2[C:15]([S:20][CH2:27][C:28]([O:30][CH3:31])=[O:29])=[C:16]([Cl:19])[CH:17]=[CH:18][C:11]=2[CH2:10][CH2:9]1)=[O:7])([CH3:4])([CH3:2])[CH3:3]. Procedure: Use a method similar to the Example 347, using 3-tert-butoxycarbonyl-7-chloro-6-dimethylcarbamoylthio-2,3,4,5-tetrahydro-1H-benzo[d]azepine and methyl bromoacetate to give 3-tert-butoxycarbonyl-7-chloro-6-methoxycarbonylmethylthio-2,3,4,5-tetrahydro-1H-benzo[d]azepine. The reactants are ClC1=C(CCC=O)C=CC=C1 (2-chloro-hydrocinnamaldehyde), C1(CCCCC1)/C=C/C(C(=O)OCC)=O ((E)-ethyl 4-cyclohexyl-2-oxobut-3-enoate), hexanes i-PrOH. The solvent is C(Cl)(Cl)Cl (CHCl3). The product is C(C1=CC=CC=C1)[C@H]1[C@H](C=C(OC1=O)C(=O)OCC)C1CCCCC1 ((4S,5S)-Ethyl 5-benzyl-6-oxo-4-cyclohexyl-5,6-dihydro-4H-pyran-2-carboxylate). Isolated yield 85.0%. Reaction SMILES: Cl[C:2]1[CH:11]=[CH:10][CH:9]=[CH:8][C:3]=1[CH2:4][CH2:5][CH:6]=[O:7].[CH:12]1(/[CH:18]=[CH:19]/[C:20](=[O:26])[C:21]([O:23][CH2:24][CH3:25])=[O:22])[CH2:17][CH2:16][CH2:15][CH2:14][CH2:13]1>C(Cl)(Cl)Cl>[CH2:4]([C@@H:5]1[C:6](=[O:7])[O:26][C:20]([C:21]([O:23][CH2:24][CH3:25])=[O:22])=[CH:19][C@@H:18]1[CH:12]1[CH2:17][CH2:16][CH2:15][CH2:14][CH2:13]1)[C:3]1[CH:8]=[CH:9][CH:10]=[CH:11][CH:2]=1. Procedure: Prepared according to the general procedure from 2-chloro-hydrocinnamaldehyde and (E)-ethyl 4-cyclohexyl-2-oxobut-3-enoate using 2 mol % 1 as the catalyst in 85% yield as a single diastereomer (colorless oil). [α]D20 (c 1.20, CHCl3)=+83.5; 1H NMR (400 MHz, CDCl3) δ 7.33-7.21 (m, 5H), 6.48 (d, 1H, J=6.5 Hz), 4.30 (dq, 1H, J=7.2, 1.8 Hz), 3.38 (dd, 1H, J=14.3, 5.7 Hz), 2.97-2.91 (m, 1H), 2.77 (dd, 1H, J=14.3, 9.1 Hz), 2.45-2.41 (m, 1H), 1.76-1.62 (m, 5H), 1.47-1.44 (m, 1H), 1.34 (t, 3H, J=7.2 Hz),... Starting materials: petroleum ether EtOAc, C(C)C=1OC2=C(C1)C(=CC(=C2)C(=O)OCC)O (ethyl 2-ethyl-4-hydroxy-1-benzofuran-6-carboxylate), CS(=O)(=O)C1=CC=C(C=C1)F (4-fluorophenyl methyl sulfone), C(=O)([O-])[O-].[Cs+].[Cs+] (Cs2CO3), O (water). The solvent is CN(C)C=O (DMF). Conditions: temperature 100 celsius. The product is C(C)C=1OC2=C(C1)C(=CC(=C2)C(=O)OCC)OC2=CC=C(C=C2)S(=O)(=O)C (Ethyl 2-ethyl-4-[4-(methylsulfonyl)phenoxy]-1-benzofuran-6-carboxylate). Isolated yield 60.6%. RXN SMILES: [CH2:1]([C:3]1[O:4][C:5]2[CH:11]=[C:10]([C:12]([O:14][CH2:15][CH3:16])=[O:13])[CH:9]=[C:8]([OH:17])[C:6]=2[CH:7]=1)[CH3:2].[CH3:18][S:19]([C:22]1[CH:27]=[CH:26][C:25](F)=[CH:24][CH:23]=1)(=[O:21])=[O:20].C([O-])([O-])=O.[Cs+].[Cs+].O>CN(C=O)C>[CH2:1]([C:3]1[O:4][C:5]2[CH:11]=[C:10]([C:12]([O:14][CH2:15][CH3:16])=[O:13])[CH:9]=[C:8]([O:17][C:25]3[CH:26]=[CH:27][C:22]([S:19]([CH3:18])(=[O:21])=[O:20])=[CH:23][CH:24]=3)[C:6]=2[CH:7]=1)[CH3:2] |f:2.3.4|. Procedure details: A mixture of ethyl 2-ethyl-4-hydroxy-1-benzofuran-6-carboxylate (0.80 g, 3.4 mmol), 4-fluorophenyl methyl sulfone (0.60 g, 3.4 mmol) and Cs2CO3 (1.12 g, 3.4 mmol) in DMF (40 mL) was heated to 100° C. overnight. The reaction was monitored by TLC (petroleum ether/EtOAc 4:1). The mixture was poured into water (50 mL) and extracted with EtOAc (90 mL×3). The organic layer was washed with brine (50 mL×2), dried over Na2SO4 and concentrated. The product was purified via column chromatography on silica ... Starting materials: O=C([O-])[O-], CN(C)C=O, CC(Cl)C(N)=O, CC(C)Cc1nc2ccc(O)cc2c(-c2ccccc2F)c1CNC(=O)OC(C)(C)C, [K+], [K+]. Product: CC(C)Cc1nc2ccc(OC(C)C(N)=O)cc2c(-c2ccccc2F)c1CNC(=O)OC(C)(C)C. Reaction SMILES: [C:38](=[O:39])([O-:40])[O-:41].[CH3:44][N:45]([CH3:46])[CH:47]=[O:48].[Cl:32][CH:33]([C:34](=[O:35])[NH2:36])[CH3:37].[F:1][c:2]1[c:3](-[c:8]2[c:9]([CH2:23][NH:24][C:25]([O:26][C:27]([CH3:28])([CH3:29])[CH3:30])=[O:31])[c:10]([CH2:19][CH:20]([CH3:21])[CH3:22])[n:11][c:12]3[cH:13][cH:14][c:15]([OH:18])[cH:16][c:17]23)[cH:4][cH:5][cH:6][cH:7]1.[K+:42].[K+:43]>>[F:1][c:2]1[c:3](-[c:8]2[c:9]([CH2:23][NH:24][C:25]([O:26][C:27]([CH3:28])([CH3:29])[CH3:30])=[O:31])[c:10]([CH2:19][CH:20]([CH3:21])[CH3:22])[n:11][c:12]3[cH:13][cH:14][c:15]([O:18][CH:33]([C:34](=[O:35])[NH2:36])[CH3:37])[cH:16][c:17]23)[cH:4][cH:5][cH:6][cH:7]1. Reactants: O=[N+]([O-])c1ccc(Br)cn1, [H-], [Na+], CN(C)C=O, O, Oc1ccccc1. The product is O=[N+]([O-])c1ccc(Oc2ccccc2)cn1. RXN SMILES: [Br:10][c:11]1[cH:12][cH:13][c:14]([N+:17](=[O:18])[O-:19])[n:15][cH:16]1.[H-:9].[Na+:8].[O:21]=[CH:22][N:23]([CH3:24])[CH3:25].[OH2:20].[OH:1][c:2]1[cH:3][cH:4][cH:5][cH:6][cH:7]1>>[O:1]([c:2]1[cH:3][cH:4][cH:5][cH:6][cH:7]1)[c:11]1[cH:12][cH:13][c:14]([N+:17](=[O:18])[O-:19])[n:15][cH:16]1.